Task: describe an organic reaction: reactants, conditions, products, and yield. Dataset: the Open Reaction Database (ORD), a public repository of structured organic reaction records The reactants are C(=C)C1C(C1)(C(=O)OCC)C(C1=CC=CC=C1)=O (ethyl 2-vinyl-1-benzoylcyclopropane-1-carboxylate), [Cl-].C(CCCCCCC)(=O)C(C(CCCCCCC)=O)(C(CCCCCCC)=O)[NH3+] (tricaprylylmethylammonium chloride), C1(CC1)C(=O)C1CC1 (cyclopropyl ketone). Product: C(=O)(OCC)C=1CC(OC1C1=CC=CC=C1)C=C (4-carbethoxy-5-phenyl-2-vinyl-2,3-dihydrofuran). As a reaction SMILES: [CH:1]([CH:3]1[CH2:5][C:4]1([C:11](=[O:18])[C:12]1[CH:17]=[CH:16][CH:15]=[CH:14][CH:13]=1)[C:6]([O:8][CH2:9][CH3:10])=[O:7])=[CH2:2].[Cl-].C(C([NH3+])(C(=O)CCCCCCC)C(=O)CCCCCCC)(=O)CCCCCCC.C1(C(C2CC2)=O)CC1>>[C:6]([C:4]1[CH2:5][CH:3]([CH:1]=[CH2:2])[O:18][C:11]=1[C:12]1[CH:17]=[CH:16][CH:15]=[CH:14][CH:13]=1)([O:8][CH2:9][CH3:10])=[O:7] |f:1.2|. Reported procedure: 4-Carbethoxy-5-phenyl-2-vinyl-2,3-dihydrofuran was obtained in the usual manner by isomerizing ethyl 2-vinyl-1-benzoylcyclopropane-1-carboxylate. To catalyze the isomerization, tricaprylylmethylammonium chloride was employed at a 20 percent weight level. The mixture was heated at 150° C. for about two hours after which time only about 7 percent of the cyclopropyl ketone remained. After two distillations of the resulting isomerized product, essentially pure 4-carbethoxy-5-phenyl-2-vinyl-2,3-dihyd... Starting materials: Cl (HCl), CC(C)=C (isobutylene), H2S4, CCC(CC)C=1C=C(C[C@H](N)C(=O)O)C=CC1 (3-(3-pentyl)-L-phenylalanine), Cl (HCl). Solvent: O1CCOCC1 (1,4-dioxane). Yields the product CCC(CC)C=1C=C(C[C@H](N)C(=O)OC(C)(C)C)C=CC1 (tert-butyl 3(3-pentyl)-L-phenylalaninate). Yield: 74.0%. RXN SMILES: [CH3:1][CH2:2][CH:3]([C:6]1[CH:7]=[C:8]([CH:15]=[CH:16][CH:17]=1)[CH2:9][C@@H:10]([C:12]([OH:14])=[O:13])[NH2:11])[CH2:4][CH3:5].Cl.[CH3:19][C:20](=[CH2:22])[CH3:21]>O1CCOCC1>[CH3:5][CH2:4][CH:3]([C:6]1[CH:7]=[C:8]([CH:15]=[CH:16][CH:17]=1)[CH2:9][C@@H:10]([C:12]([O:14][C:20]([CH3:22])([CH3:21])[CH3:19])=[O:13])[NH2:11])[CH2:2][CH3:1]. Procedure: According to example 54, 0.60 g of 3-(3-pentyl)-L-phenylalanine.HCl was treated with 30 mL of isobutylene in 35 mL of 1,4-dioxane in the presence of 0.5 mL of conc. H2S4. Work-up in the usual manner followed by acidification with 2 mL of 1N ethereal HCl afforded 0.53 g (74%) of tert-butyl 3(3-pentyl)-L-phenylalaninate.HCl as a light yellow glass. Reactants: FC1=CC=C(C=C1)CCC=O (3-(4-fluorophenyl)propanal), [N+](=O)([O-])C1=CC=C(C=C1)NN (4-nitrophenylhydrazine), C(C)(=O)OCC (ethyl acetate). The solvent is CCOCC (ether), CCOCC (ether). Product: [N+](=O)([O-])C1=CC=C(C=C1)NN=CCCC1=CC=C(C=C1)F (3-(4-Fluorophenyl)propanal-4-nitrophenylhydrazone). Isolated yield 41.7%. As a reaction SMILES: [F:1][C:2]1[CH:7]=[CH:6][C:5]([CH2:8][CH2:9][CH:10]=O)=[CH:4][CH:3]=1.[N+:12]([C:15]1[CH:20]=[CH:19][C:18]([NH:21][NH2:22])=[CH:17][CH:16]=1)([O-:14])=[O:13].C(OCC)(=O)C>CCOCC>[N+:12]([C:15]1[CH:16]=[CH:17][C:18]([NH:21][N:22]=[CH:10][CH2:9][CH2:8][C:5]2[CH:6]=[CH:7][C:2]([F:1])=[CH:3][CH:4]=2)=[CH:19][CH:20]=1)([O-:14])=[O:13]. Procedure details: A solution of 3-(4-fluorophenyl)propanal (7.0 g) in ether (50 ml) was addedto a stirred suspension of 4-nitrophenylhydrazine (7.0 g) in ether (1 50 ml), followed by sufficient ethyl acetate to achieve a clear solution. Thesolution was filtered and evaporated and the residue was crystallised from ethyl acetate/hexane to give the title compound (5.48 g), m.p. 125°-127° C. Found: C,62.81; H,4.87; N,14.44. C15 H14FN3O2 requires: C,62.71; H,4.91; N,14.63%.